This data is from the Open Reaction Database (ORD), a public repository of structured organic reaction records. The task is: describe an organic reaction: reactants, conditions, products, and yield Reaction SMILES: [CH3:1][O:2][CH2:3][CH2:4][CH2:5][n:6]1[c:7]([CH:15]2[CH2:16][N:17]([C:21]([O:22][C:23]([CH3:24])([CH3:25])[CH3:26])=[O:27])[CH2:18][CH2:19][CH2:20]2)[n:8][c:9]2[c:10]1[cH:11][n:12][cH:13][cH:14]2.[Cl:35][CH2:36][Cl:37].[OH:28][C:29]([C:30]([F:31])([F:32])[F:33])=[O:34]>>[CH3:1][O:2][CH2:3][CH2:4][CH2:5][n:6]1[c:7]([CH:15]2[CH2:16][NH:17][CH2:18][CH2:19][CH2:20]2)[n:8][c:9]2[c:10]1[cH:11][n:12][cH:13][cH:14]2. Product: COCCCn1c(C2CCCNC2)nc2ccncc21. Reactants: COCCCn1c(C2CCCN(C(=O)OC(C)(C)C)C2)nc2ccncc21, ClCCl, O=C(O)C(F)(F)F. Starting materials: C1(CCCCC1)N=C=NC1CCCCC1 (dicyclohexylcarbodiimide), C[C@@H]1C[C@H]2[C@H](O2)/C=C\C=C\C(=O)CC3=C(C(=CC(=C3Cl)O)O)C(=O)O1 (radicicol), OCCCCCCCCCCCC(=O)O (12-hydroxydodecanoic acid). Run in O1CCCC1 (tetrahydrofuran). Yields the product CN(C)C1=NC=CC=C1 (dimethylaminopyridine), title compound. As a reaction SMILES: [CH3:1][C@H]1OC(=O)C2C(O)=CC(O)=C(Cl)C=2CC(=O)C=CC=C[C@H]2O[C@H]2C1.OCCCCCCCCCCCC(O)=O.[CH:41]1([N:47]=[C:48]=[N:49][CH:50]2[CH2:55][CH2:54][CH2:53]CC2)CCCCC1>O1CCCC1>[CH3:1][N:47]([C:48]1[CH:53]=[CH:54][CH:55]=[CH:50][N:49]=1)[CH3:41]. Procedure: Following a procedure similar to that described in Example 12, but using 365 mg of radicicol, 1.8 g of 12-hydroxydodecanoic acid, 20 ml of dry tetrahydrofuran, 1 g of dicyclohexylcarbodiimide and a catalytic amount of dimethylaminopyridine, 485 mg of the title compound were obtained. Starting materials: NCCNC(=O)C=1SC=CC1NC1=C2C(=NC=C1)NC=C2 (3-(1H-Pyrrolo[2,3-b]pyridin-4-ylamino)-thiophene-2-carboxylic acid (2-amino-ethyl)-amide), NC(CNC(OC(C)(C)C)=O)C1=CC(=CC=C1)F (tert-butyl [2-amino-2-(3-fluorophenyl)ethyl]carbamate), N1[C@H](CCC1)CNC(=O)C=1SC=CC1NC1=C2C(=NC=C1)NC=C2 (3-(1H-Pyrrolo[2,3-b]pyridin-4-ylamino)-thiophene-2-carboxylic acid ((R)-1-pyrrolidin-2-ylmethyl)-amide). Product: NCC(C1=CC(=CC=C1)F)NC(=O)C=1SC=CC1NC1=C2C(=NC=C1)NC=C2 (3-(1H-Pyrrolo[2,3-b]pyridin-4-ylamino)-thiophene-2-carboxylic acid [2-amino-1-(3-fluoro-phenyl)-ethyl]-amide). RXN SMILES: [NH2:1][CH2:2][CH2:3][NH:4][C:5]([C:7]1[S:8][CH:9]=[CH:10][C:11]=1[NH:12][C:13]1[CH:18]=[CH:17][N:16]=[C:15]2[NH:19][CH:20]=[CH:21][C:14]=12)=[O:6].NC([C:33]1[CH:38]=[CH:37][CH:36]=[C:35]([F:39])[CH:34]=1)CNC(=O)OC(C)(C)C.N1CCC[C@@H]1CNC(C1SC=CC=1NC1C=CN=C2NC=CC=12)=O>>[NH2:1][CH2:2][CH:3]([NH:4][C:5]([C:7]1[S:8][CH:9]=[CH:10][C:11]=1[NH:12][C:13]1[CH:18]=[CH:17][N:16]=[C:15]2[NH:19][CH:20]=[CH:21][C:14]=12)=[O:6])[C:33]1[CH:38]=[CH:37][CH:36]=[C:35]([F:39])[CH:34]=1. Procedure: This compound was prepared in an analogous manner as 3-(1H-Pyrrolo[2,3-b]pyridin-4-ylamino)-thiophene-2-carboxylic acid (2-amino-ethyl)-amide using tert-butyl [2-amino-2-(3-fluorophenyl)ethyl]carbamate instead of tert-butyl-2-amino ethyl carbamate. LCMS (ESI) 496 (M+H) followed by deprotection in an analogous manner as 3-(1H-Pyrrolo[2,3-b]pyridin-4-ylamino)-thiophene-2-carboxylic acid ((R)-1-pyrrolidin-2-ylmethyl)-amide. LCMS (ESI) 396 (M+H) 1H NMR (400 MHz, DMSO-d6) δ ppm 12.42 (1H, br. s.) 10.... Reactants: COC(=O)c1cc(C(=O)O)cc(N2CCCC2=O)c1, CCCN, ClCCl, CN(C)C=O. The product is CCCNC(=O)c1cc(C(=O)OC)cc(N2CCCC2=O)c1. RXN SMILES: [CH3:1][O:2][C:3]([c:4]1[cH:5][c:6]([C:7](=[O:8])[OH:9])[cH:10][c:11]([N:13]2[C:14](=[O:18])[CH2:15][CH2:16][CH2:17]2)[cH:12]1)=[O:19].[CH3:25][CH2:26][CH2:27][NH2:28].[Cl:29][CH2:30][Cl:31].[O:20]=[CH:21][N:22]([CH3:23])[CH3:24]>>[CH3:1][O:2][C:3]([c:4]1[cH:5][c:6]([C:7](=[O:9])[NH:28][CH2:27][CH2:26][CH3:25])[cH:10][c:11]([N:13]2[C:14](=[O:18])[CH2:15][CH2:16][CH2:17]2)[cH:12]1)=[O:19]. The reactants are CC(C)(C)[O-], CCOC(C)=O, CI, [K+], CC(C)(C)OC(=O)N1CCN(c2nc(Br)cnc2N)CC1Cc1ccccc1, C1COCCO1. The product is CNc1ncc(Br)nc1N1CCN(C(=O)OC(C)(C)C)C(Cc2ccccc2)C1. RXN SMILES: [CH3:29][C:30]([CH3:31])([O-:32])[CH3:33].[CH3:37][CH2:38][O:39][C:40](=[O:41])[CH3:42].[I:35][CH3:36].[K+:34].[NH2:1][c:2]1[n:3][cH:4][c:5]([Br:28])[n:6][c:7]1[N:8]1[CH2:9][CH:10]([CH2:21][c:22]2[cH:23][cH:24][cH:25][cH:26][cH:27]2)[N:11]([C:14](=[O:15])[O:16][C:17]([CH3:18])([CH3:19])[CH3:20])[CH2:12][CH2:13]1.[O:43]1[CH2:44][CH2:45][O:46][CH2:47][CH2:48]1>>[NH:1]([c:2]1[n:3][cH:4][c:5]([Br:28])[n:6][c:7]1[N:8]1[CH2:9][CH:10]([CH2:21][c:22]2[cH:23][cH:24][cH:25][cH:26][cH:27]2)[N:11]([C:14](=[O:15])[O:16][C:17]([CH3:18])([CH3:19])[CH3:20])[CH2:12][CH2:13]1)[CH3:29]. Starting materials: ClC(Cl)(Cl)Cl, CSc1ccc(C(=O)C(C)C)cc1, Cc1ccccc1, CCOC(C)=O, Cl, [Na+], [OH-], O. Yields the product CSc1ccc(C(=O)C(C)(C)O)cc1. RXN SMILES: [C:14]([Cl:15])([Cl:16])([Cl:17])[Cl:18].[CH3:1][CH:2]([C:3](=[O:4])[c:5]1[cH:6][cH:7][c:8]([S:11][CH3:12])[cH:9][cH:10]1)[CH3:13].[CH3:22][c:23]1[cH:24][cH:25][cH:26][cH:27][cH:28]1.[CH3:30][CH2:31][O:32][C:33]([CH3:34])=[O:35].[ClH:21].[Na+:20].[OH-:19].[OH2:29]>>[CH3:1][C:2]([C:3](=[O:4])[c:5]1[cH:6][cH:7][c:8]([S:11][CH3:12])[cH:9][cH:10]1)([CH3:13])[OH:19]. Starting materials: CC(CCCO)N(c1cc(Cl)ccc1Cl)S(=O)(=O)c1ccc(Cl)cc1, ClCCl. The product is CC(CCC=O)N(c1cc(Cl)ccc1Cl)S(=O)(=O)c1ccc(Cl)cc1. RXN SMILES: [Cl:1][c:2]1[cH:3][cH:4][c:5]([S:8](=[O:9])(=[O:10])[N:11]([CH:12]([CH2:13][CH2:14][CH2:15][OH:16])[CH3:17])[c:18]2[c:19]([Cl:25])[cH:20][cH:21][c:22]([Cl:24])[cH:23]2)[cH:6][cH:7]1.[Cl:26][CH2:27][Cl:28]>>[Cl:1][c:2]1[cH:3][cH:4][c:5]([S:8](=[O:9])(=[O:10])[N:11]([CH:12]([CH2:13][CH2:14][CH:15]=[O:16])[CH3:17])[c:18]2[c:19]([Cl:25])[cH:20][cH:21][c:22]([Cl:24])[cH:23]2)[cH:6][cH:7]1. Reactants: CC(=O)O[BH-](OC(C)=O)OC(C)=O, CCOC(C)=O, CC(=O)O, Cc1ccc2c(N=CC(O)(CC3(C)CCCc4ccccc43)C(F)(F)F)cccc2n1, [Na+], [Na+], [Na+], O=C([O-])[O-]. Product: Cc1ccc2c(NCC(O)(CC3(C)CCCc4ccccc43)C(F)(F)F)cccc2n1. RXN SMILES: [C:32]([O:33][BH-:34]([O:35][C:36](=[O:37])[CH3:38])[O:39][C:40](=[O:41])[CH3:42])(=[O:43])[CH3:44].[CH3:52][CH2:53][O:54][C:55](=[O:56])[CH3:57].[CH3:58][C:59](=[O:60])[OH:61].[F:1][C:2]([C:3]([CH:4]=[N:5][c:6]1[c:7]2[cH:8][cH:9][c:10]([CH3:16])[n:11][c:12]2[cH:13][cH:14][cH:15]1)([OH:17])[CH2:18][C:19]1([CH3:29])[CH2:20][CH2:21][CH2:22][c:23]2[cH:24][cH:25][cH:26][cH:27][c:28]21)([F:30])[F:31].[Na+:45].[Na+:46].[Na+:47].[O-:48][C:49](=[O:50])[O-:51]>>[F:1][C:2]([C:3]([CH2:4][NH:5][c:6]1[c:7]2[cH:8][cH:9][c:10]([CH3:16])[n:11][c:12]2[cH:13][cH:14][cH:15]1)([OH:17])[CH2:18][C:19]1([CH3:29])[CH2:20][CH2:21][CH2:22][c:23]2[cH:24][cH:25][cH:26][cH:27][c:28]21)([F:30])[F:31].